From a dataset of the Open Reaction Database (ORD), a public repository of structured organic reaction records. describe an organic reaction: reactants, conditions, products, and yield The reactants are Cc1cc(NC(=O)OC(C)(C)C)c(NC(=O)CC(=O)c2cccc(-c3cncnc3)c2)cc1C(F)(F)F, ClCCl, O=C(O)C(F)(F)F. The product is Cc1cc2c(cc1C(F)(F)F)NC(=O)CC(c1cccc(-c3cncnc3)c1)=N2. RXN SMILES: [C:1]([O:2][C:3](=[O:4])[NH:7][c:8]1[c:9]([NH:19][C:20]([CH2:21][C:22](=[O:5])[c:23]2[cH:24][c:25](-[c:29]3[cH:30][n:31][cH:32][n:33][cH:34]3)[cH:26][cH:27][cH:28]2)=[O:36])[cH:10][c:11]([C:15]([F:16])([F:17])[F:18])[c:12]([CH3:14])[cH:13]1)([CH3:6])([CH3:35])[CH3:37].[Cl:45][CH2:46][Cl:47].[F:38][C:39]([F:40])([F:41])[C:42]([OH:43])=[O:44]>>[N:7]1=[C:22]([c:23]2[cH:24][c:25](-[c:29]3[cH:30][n:31][cH:32][n:33][cH:34]3)[cH:26][cH:27][cH:28]2)[CH2:21][C:20](=[O:36])[NH:19][c:9]2[c:8]1[cH:13][c:12]([CH3:14])[c:11]([C:15]([F:16])([F:17])[F:18])[cH:10]2. Reactants: ClC(C)(CCC(C)(C)Cl)C (2,5-dichloro-2,5-dimethylhexane), [Cl-].[NH4+] (ammonium chloride), ClCCl (dichloromethane), ClCCl (dichloromethane), BrC=1C=C(C=CC1)O (3-bromophenol). Solvent: O (water). Yields the product BrC=1C=C(C=2C(CCC(C2C1)(C)C)(C)C)O (3-bromo-5,5,8,8-tetramethyl-5,6,7,8-tetrahydronaphth1-ol). Reaction SMILES: [Cl-].[NH4+].ClCCl.[Br:6][C:7]1[CH:8]=[C:9]([OH:13])[CH:10]=[CH:11][CH:12]=1.Cl[C:15]([CH3:23])([CH2:17][CH2:18][C:19](Cl)([CH3:21])[CH3:20])[CH3:16]>O>[Br:6][C:7]1[CH:8]=[C:9]([OH:13])[C:10]2[C:15]([CH3:23])([CH3:16])[CH2:17][CH2:18][C:19]([CH3:21])([CH3:20])[C:11]=2[CH:12]=1 |f:0.1|. Procedure details: 13.40 g (100.0 mmol) of ammonium chloride and 100 ml of dichloromethane are introduced into a three-necked flask under an argon atmosphere. A solution composed of 34.60 g (199.0 mmol) of 3-bromophenol, 89.00 g (486.0 mmol) of 2,5-dichloro-2,5-dimethylhexane and 300 ml of dichloromethane is added dropwise. The reaction mixture is stirred for sixteen hours at room temperature. The reaction mixture is poured into water and extracted with dichloromethane, the extract is washed with water and the org... Reactants: CNC(=O)NS(=O)(=O)C1=CC(=C(OC(C(=O)OC)C2=CC3=C(C=C2)OCO3)C=C1)CCC (methyl α-(4-(N-methylcarbamyl)aminosulfonyl-2-n-propylphenoxy)-3,4-methylenedioxyphenylacetate), [OH-].[Na+] (sodium hydroxide), Cl (HCl), C(Cl)(Cl)Cl.CO.C(C)(=O)O (chloroform methanol acetic acid). Run in CO (methanol), O (water). Product: CNC(=O)NS(=O)(=O)C1=CC(=C(OC(C(=O)O)C2=CC3=C(C=C2)OCO3)C=C1)CCC (α-(4-(N-methylcarbamyl)aminosulfonyl-2-n-propylphenoxy)-3,4-methylenedioxyphenylacetic acid). Isolated yield 69.3%. Reaction SMILES: [CH3:1][NH:2][C:3]([NH:5][S:6]([C:9]1[CH:29]=[CH:28][C:12]([O:13][CH:14]([C:19]2[CH:24]=[CH:23][C:22]3[O:25][CH2:26][O:27][C:21]=3[CH:20]=2)[C:15]([O:17]C)=[O:16])=[C:11]([CH2:30][CH2:31][CH3:32])[CH:10]=1)(=[O:8])=[O:7])=[O:4].[OH-].[Na+].C(Cl)(Cl)Cl.CO.C(O)(=O)C.Cl>CO.O>[CH3:1][NH:2][C:3]([NH:5][S:6]([C:9]1[CH:29]=[CH:28][C:12]([O:13][CH:14]([C:19]2[CH:24]=[CH:23][C:22]3[O:25][CH2:26][O:27][C:21]=3[CH:20]=2)[C:15]([OH:17])=[O:16])=[C:11]([CH2:30][CH2:31][CH3:32])[CH:10]=1)(=[O:7])=[O:8])=[O:4] |f:1.2,3.4.5|. Reported procedure: To a stirred solution of 570 mg (1.23 mmol) of the product of Step A in 6 mL of methanol was added 540 μL (2.71 mmol) of 5N sodium hydroxide. The reaction mixture was allowed to stir overnight after which TLC analysis (90:10:1 chloroform/methanol/acetic acid) indicated the saponification had proceeded to completion. The reaction mixture was acidified to pH=2 using 6N HCl, poured into water, and extracted with ethyl acetate. The extract was dried over magnesium sulfate, filtered and evaporated in... Starting materials: COC(CCNCC1=C(C=CC(=C1)Cl)OCC(=O)N1[C@@H](CN([C@H](C1)C)CC1=CC=C(C=C1)F)C)=O (3-(5-chloro-2-{2-[4-(4-fluoro-benzyl)-(2R,5S)-2,5-dimethyl-piperazin-1-yl]-2-oxo-ethoxy}-benzylamino)-propionic acid methyl ester), O.[OH-].[Li+] (lithium hydroxide monohydrate). Solvent: O1CCCC1 (tetrahydrofuran), CO (methanol), O (water). Conditions: time 8 hour. Product: ClC=1C=CC(=C(CNCCC(=O)O)C1)OCC(=O)N1[C@@H](CN([C@H](C1)C)CC1=CC=C(C=C1)F)C (3-(5-Chloro-2-{2-[4-(4-fluoro-benzyl)-(2R,5S)-2,5-dimethyl-piperazin-1-yl]-2-oxo-ethoxy}-benzylamino)-propionic acid), hydrochloride salt. As a reaction SMILES: C[O:2][C:3](=[O:35])[CH2:4][CH2:5][NH:6][CH2:7][C:8]1[CH:13]=[C:12]([Cl:14])[CH:11]=[CH:10][C:9]=1[O:15][CH2:16][C:17]([N:19]1[CH2:24][C@H:23]([CH3:25])[N:22]([CH2:26][C:27]2[CH:32]=[CH:31][C:30]([F:33])=[CH:29][CH:28]=2)[CH2:21][C@H:20]1[CH3:34])=[O:18].O.[OH-].[Li+]>O1CCCC1.CO.O>[Cl:14][C:12]1[CH:11]=[CH:10][C:9]([O:15][CH2:16][C:17]([N:19]2[CH2:24][C@H:23]([CH3:25])[N:22]([CH2:26][C:27]3[CH:28]=[CH:29][C:30]([F:33])=[CH:31][CH:32]=3)[CH2:21][C@H:20]2[CH3:34])=[O:18])=[C:8]([CH:13]=1)[CH2:7][NH:6][CH2:5][CH2:4][C:3]([OH:35])=[O:2] |f:1.2.3|. Procedure details: To a solution of 3-(5-chloro-2-{2-[4-(4-fluoro-benzyl)-(2R,5S)-2,5-dimethyl-piperazin-1-yl]-2-oxo-ethoxy}-benzylamino)-propionic acid methyl ester (0.035 g, 0.069 mmol) in tetrahydrofuran (0.2 mL), methanol (0.2 mL) and water (0.1 mL) was added lithium hydroxide monohydrate (0.015 g, 0.35 mmol). The reaction mixture was stirred at ambient temperature overnight. The reaction mixture was then concentrated in vacuo and the resulting residue was dissolved in dichloromethane and treated with hydrogen...